This data is from the Open Reaction Database (ORD), a public repository of structured organic reaction records. The task is: describe an organic reaction: reactants, conditions, products, and yield Starting materials: [Cr](=O)(=O)([O-])Cl.[NH+]1=CC=CC=C1 (pyridinium chlorochromate), O[C@H]1[C@@H](CCC1)OC1=CC(=CC=C1)C(F)(F)F (trans-1-hydroxy-2-(3-trifluoromethylphenoxy)cyclopentane). The solvent is C(Cl)Cl (methylene chloride), CCOCC (ether), C(Cl)Cl (methylene chloride). Reaction conditions: time 15 minute. Product: FC(C=1C=C(OC2C(CCC2)=O)C=CC1)(F)F (2-(3-trifluoromethylphenoxy)cyclopentanone). Isolated yield 86.2%. Reaction SMILES: [Cr](Cl)([O-])(=O)=O.[NH+]1C=CC=CC=1.[OH:12][C@@H:13]1[CH2:17][CH2:16][CH2:15][C@H:14]1[O:18][C:19]1[CH:24]=[CH:23][CH:22]=[C:21]([C:25]([F:28])([F:27])[F:26])[CH:20]=1>C(Cl)Cl.CCOCC>[F:26][C:25]([F:27])([F:28])[C:21]1[CH:20]=[C:19]([CH:24]=[CH:23][CH:22]=1)[O:18][CH:14]1[CH2:15][CH2:16][CH2:17][C:13]1=[O:12] |f:0.1|. Procedure details: To a suspension of 327.43 g of pyridinium chlorochromate in one liter of methylene chloride is added 220 g of trans-1-hydroxy-2-(3-trifluoromethylphenoxy)cyclopentane in 500 ml of methylene chloride. The mixture is stirred for 2 hours 15 minutes. Another 50 g of the oxidizing agent is added and the mixture is stirred for 41/2 hours. The mixture is diluted with ether and decanted from a black residue which is washed with more ether. The combined solutions are filtered through silica gel. The solv...